From a dataset of the Open Reaction Database (ORD), a public repository of structured organic reaction records. describe an organic reaction: reactants, conditions, products, and yield The product is CC1Cc2ccc(-c3ccc(C(=O)N4CCC(F)C4)nc3)cc2CN1c1cc(N2CCN(C)CC2)nc(N)n1. Reaction SMILES: [ClH:35].[F:36][CH:37]1[CH2:38][NH:39][CH2:40][CH2:41]1.[NH2:1][c:2]1[n:3][c:4]([N:28]2[CH2:29][CH2:30][N:31]([CH3:34])[CH2:32][CH2:33]2)[cH:5][c:6]([N:8]2[CH2:9][c:10]3[cH:11][c:12](-[c:19]4[cH:20][cH:21][c:22]([C:25](=[O:26])[OH:27])[n:23][cH:24]4)[cH:13][cH:14][c:15]3[CH2:16][CH:17]2[CH3:18])[n:7]1>>[NH2:1][c:2]1[n:3][c:4]([N:28]2[CH2:29][CH2:30][N:31]([CH3:34])[CH2:32][CH2:33]2)[cH:5][c:6]([N:8]2[CH2:9][c:10]3[cH:11][c:12](-[c:19]4[cH:20][cH:21][c:22]([C:25](=[O:27])[N:39]5[CH2:38][CH:37]([F:36])[CH2:41][CH2:40]5)[n:23][cH:24]4)[cH:13][cH:14][c:15]3[CH2:16][CH:17]2[CH3:18])[n:7]1. The reactants are Cl, FC1CCNC1, CC1Cc2ccc(-c3ccc(C(=O)O)nc3)cc2CN1c1cc(N2CCN(C)CC2)nc(N)n1.